This data is from the Open Reaction Database (ORD), a public repository of structured organic reaction records. The task is: describe an organic reaction: reactants, conditions, products, and yield Starting materials: C[N+](C)=c1ccn(S(=O)(=O)[N-]C(=O)OC(C)(C)C)cc1, ClCCl, c1ccc(Oc2cc(Sc3ccccn3)cnc2Nc2nc(C3CCNCC3)cs2)cc1, O. Yields the product CC(C)(C)OC(=O)NS(=O)(=O)N1CCC(c2csc(Nc3ncc(Sc4ccccn4)cc3Oc3ccccc3)n2)CC1. Reaction SMILES: [C:33]([CH3:34])([CH3:35])([CH3:36])[O:37][C:38](=[O:39])[N-:40][S:41](=[O:42])(=[O:43])[n:44]1[cH:45][cH:46][c:47](=[N+:48]([CH3:49])[CH3:50])[cH:51][cH:52]1.[Cl:54][CH2:55][Cl:56].[O:1]([c:2]1[cH:3][cH:4][cH:5][cH:6][cH:7]1)[c:8]1[c:9]([NH:21][c:22]2[s:23][cH:24][c:25]([CH:27]3[CH2:28][CH2:29][NH:30][CH2:31][CH2:32]3)[n:26]2)[n:10][cH:11][c:12]([S:14][c:15]2[n:16][cH:17][cH:18][cH:19][cH:20]2)[cH:13]1.[OH2:53]>>[O:1]([c:2]1[cH:3][cH:4][cH:5][cH:6][cH:7]1)[c:8]1[c:9]([NH:21][c:22]2[s:23][cH:24][c:25]([CH:27]3[CH2:28][CH2:29][N:30]([S:41]([NH:40][C:38]([O:37][C:33]([CH3:34])([CH3:35])[CH3:36])=[O:39])(=[O:42])=[O:43])[CH2:31][CH2:32]3)[n:26]2)[n:10][cH:11][c:12]([S:14][c:15]2[n:16][cH:17][cH:18][cH:19][cH:20]2)[cH:13]1. Reactants: O=C([O-])[O-], COc1cc2c(Cl)ccnc2cc1OCc1ccccc1, Cc1cccc(-c2nc(C)c(C)cc2O)n1, CN(C)c1ccncc1, CS(C)=O, [Cs+], [Cs+], O. Product: COc1cc2c(Oc3cc(C)c(C)nc3-c3cccc(C)n3)ccnc2cc1OCc1ccccc1. Reaction SMILES: [C:38](=[O:39])([O-:40])[O-:41].[CH2:17]([c:18]1[cH:19][cH:20][cH:21][cH:22][cH:23]1)[O:24][c:25]1[c:26]([O:36][CH3:37])[cH:27][c:28]2[c:29]([Cl:35])[cH:30][cH:31][n:32][c:33]2[cH:34]1.[CH3:1][c:2]1[cH:3][c:4]([OH:16])[c:5](-[c:9]2[n:10][c:11]([CH3:15])[cH:12][cH:13][cH:14]2)[n:6][c:7]1[CH3:8].[CH3:45][N:46]([CH3:47])[c:48]1[cH:49][cH:50][n:51][cH:52][cH:53]1.[CH3:54][S:55](=[O:56])[CH3:57].[Cs+:42].[Cs+:43].[OH2:44]>>[CH3:1][c:2]1[cH:3][c:4]([O:16][c:29]2[c:28]3[cH:27][c:26]([O:36][CH3:37])[c:25]([O:24][CH2:17][c:18]4[cH:19][cH:20][cH:21][cH:22][cH:23]4)[cH:34][c:33]3[n:32][cH:31][cH:30]2)[c:5](-[c:9]2[n:10][c:11]([CH3:15])[cH:12][cH:13][cH:14]2)[n:6][c:7]1[CH3:8]. The reactants are C1=CC=C(C2=C1C1=C(CCC2)C=CC=C1)CO (6,7-dihydro-5H-dibenzo[a,c]cycloheptene-4-methanol), ClC(=C[C@H]1C([C@H]1C(=O)Cl)(C)C)C(CF)(CF)CF (cis-3-(2-chloro-3,3,3-trifluoromethyl-1-propenyl)-2,2-dimethylcyclopropanecarbonyl chloride), ClC(=C[C@H]1C([C@H]1C(=O)OCC1=CC=CC2=C1CCCC1=C2C=CC=C1)(C)C)C(CF)(CF)CF ((6,7-dihydro-5H-dibenzo[a,c]cyclohepten-4-yl)methyl cis-3-(2-chloro-3,3,3-trifluoromethyl-1-propenyl)-2,2-dimethylcyclopropanecarboxylate). As a reaction SMILES: C1C2C3C=CC=CC=3CCCC=2C(CO)=CC=1.ClC(C(CF)(CF)CF)=C[C@@H]1[C@H](C(Cl)=O)C1(C)C.[Cl:36][C:37]([C:63]([CH2:68][F:69])([CH2:66][F:67])[CH2:64][F:65])=[CH:38][C@@H:39]1[C@H:41]([C:42]([O:44][CH2:45][C:46]2[C:51]3[CH2:52][CH2:53][CH2:54][C:55]4[CH:60]=[CH:59][CH:58]=[CH:57][C:56]=4[C:50]=3[CH:49]=[CH:48][CH:47]=2)=[O:43])[C:40]1([CH3:62])[CH3:61]>>[Cl:36][C:37]([C:63]([CH2:68][F:69])([CH2:64][F:65])[CH2:66][F:67])=[CH:38][CH:39]1[CH:41]([C:42]([O:44][CH2:45][C:46]2[C:51]3[CH2:52][CH2:53][CH2:54][C:55]4[CH:60]=[CH:59][CH:58]=[CH:57][C:56]=4[C:50]=3[CH:49]=[CH:48][CH:47]=2)=[O:43])[C:40]1([CH3:61])[CH3:62]. Procedure details: In the manner of Example I, but substituting 6,7-dihydro-5H-dibenzo[a,c]cycloheptene-4-methanol and cis-3-(2-chloro-3,3,3-trifluoromethyl-1-propenyl)-2,2-dimethylcyclopropanecarbonyl chloride, (6,7-dihydro-5H-dibenzo[a,c]cyclohepten-4-yl)methyl cis-3-(2-chloro-3,3,3-trifluoromethyl-1-propenyl)-2,2-dimethylcyclopropanecarboxylate was prepared. Product: ClC(=CC1C(C1C(=O)OCC1=CC=CC2=C1CCCC1=C2C=CC=C1)(C)C)C(CF)(CF)CF ((6,7-Dihydro-5H-dibenzo[a,c]cyclohepten-4-yl)methyl 3-(2-chloro-3,3,3-trifluoromethyl-1-propenyl)-2,2-dimethylcyclopropanecarboxylate).